Dataset: the Open Reaction Database (ORD), a public repository of structured organic reaction records. Task: describe an organic reaction: reactants, conditions, products, and yield Starting materials: C(C)(=O)NC=1C=CC=C2CCC(CC12)=O (8-acetamido-2-tetralone), N1CCCC1 (pyrrolidine), C(C)(=O)O (Acetic acid), C(#N)[BH3-].[Na+] (sodium cyanoborohydride). The reagents and catalysts are CC1=CC=C(C=C1)S(=O)(=O)O (tosic acid). Run in C1=CC=CC=C1.CN(C)C=O (benzene DMF). Run at time 16 hour. Yields the product C(C)(=O)NC1=CC=CC=2CCC(CC12)N1CCCC1 (1-Acetamido-7-pyrrolidin-1-yl-5,6,7,8-tetrahydronaphthalene). Yield: 69.7%. Reaction SMILES: [C:1]([NH:4][C:5]1[CH:6]=[CH:7][CH:8]=[C:9]2[C:14]=1[CH2:13][C:12](=O)[CH2:11][CH2:10]2)(=[O:3])[CH3:2].[NH:16]1[CH2:20][CH2:19][CH2:18][CH2:17]1.C(O)(=O)C.C([BH3-])#N.[Na+]>C1C=CC=CC=1.CN(C=O)C.CC1C=CC(S(O)(=O)=O)=CC=1>[C:1]([NH:4][C:5]1[C:14]2[CH2:13][CH:12]([N:16]3[CH2:20][CH2:19][CH2:18][CH2:17]3)[CH2:11][CH2:10][C:9]=2[CH:8]=[CH:7][CH:6]=1)(=[O:3])[CH3:2] |f:3.4,5.6|. Procedure details: A mixture of 8-acetamido-2-tetralone (0.4 g, 2 mmol), pyrrolidine (0.28 g, 4 mmol) and tosic acid (10 mg) in benzene:DMF (5:1, 12 mL) was heated at reflux with a Dean-Stark trap for 4 h. The solvent was evaporated and the residue dissolved in 1:1 MeOH:THF (10 mL). Acetic acid (1 mL) and sodium cyanoborohydride (0.25 g, 4 mmol) were added, and the reaction stirred for 16 h. The solvent was evaporated and the residue taken up in water:methylene chloride. The aqueous layer was basified with 12.5% N... The reactants are [BH4-].[Na+] (sodium borohydride), C[C@@H]1CC[C@H]2[C@H](C(=O)O[C@H]3[C@@]24[C@H]1CC[C@@](O3)(OO4)C)C (Artemisinin), FC(C(=O)O)(F)F (trifluroacetic acid). Run in CO (methanol). Run at time 2 hour. The product is C[C@@H]1CC[C@H]2[C@H]([C@H](O[C@H]3[C@@]24[C@H]1CC[C@](O3)(OO4)C)OC)C (beta artemether). As a reaction SMILES: [CH3:1][C@H:2]1[C@@H:12]2[CH2:13][CH2:14][C@:15]3([CH3:19])[O:17][O:18][C@:11]42[C@H:5]([C@@H:6]([CH3:20])[C:7]([O:9][C@@H:10]4[O:16]3)=[O:8])[CH2:4][CH2:3]1.[BH4-].[Na+].F[C:24](F)(F)C(O)=O>CO>[CH3:1][C@H:2]1[C@@H:12]2[CH2:13][CH2:14][C@@:15]3([CH3:19])[O:17][O:18][C@:11]42[C@H:5]([C@@H:6]([CH3:20])[C@@H:7]([O:8][CH3:24])[O:9][C@@H:10]4[O:16]3)[CH2:4][CH2:3]1 |f:1.2|. Procedure: Artemisinin (100 g.) was dissolved in dry methanol (3 ml). Added sodium borohydride (30 mg.) at −5° C. The reaction mixture was stirred for 2 hours. After completion of the reaction, trifluroacetic acid (0.5 ml) was added and the reaction mixture was stirred for 5 hours. The methylation was incompleted and after workup the artemether was purified by prep TLC to yield 46 mg (46%) pure alpha, beta artemether. The reactants are ClC1=NC=C(C(=O)NC2=CC=C(C=C2)OC(F)(F)F)C=C1C1=CC=NN1C1OCCCC1 (6-chloro-5-(1-(tetrahydro-2H-pyran-2-yl)-1H-pyrazol-5-yl)-N-(4-(trifluoromethoxy)phenyl)nicotinamide), C1CC12N(CCNC2)C(=O)OC(C)(C)C (tert-butyl 4,7-diazaspiro[2.5]octane-4-carboxylate). Yields the product N1N=CC=C1C=1C(=NC=C(C(=O)NC2=CC=C(C=C2)OC(F)(F)F)C1)N1CCNC2(CC2)C1 (5-(1H-Pyrazol-5-yl)-6-(4,7-diazaspiro[2.5]octan-7-yl)-N-(4-(trifluoromethoxy)phenyl)nicotinamide). Reaction SMILES: Cl[C:2]1[C:21]([C:22]2[N:26](C3CCCCO3)[N:25]=[CH:24][CH:23]=2)=[CH:20][C:5]([C:6]([NH:8][C:9]2[CH:14]=[CH:13][C:12]([O:15][C:16]([F:19])([F:18])[F:17])=[CH:11][CH:10]=2)=[O:7])=[CH:4][N:3]=1.[CH2:33]1[C:35]2([CH2:40][NH:39][CH2:38][CH2:37][N:36]2C(OC(C)(C)C)=O)[CH2:34]1>>[NH:26]1[C:22]([C:21]2[C:2]([N:39]3[CH2:40][C:35]4([CH2:33][CH2:34]4)[NH:36][CH2:37][CH2:38]3)=[N:3][CH:4]=[C:5]([CH:20]=2)[C:6]([NH:8][C:9]2[CH:14]=[CH:13][C:12]([O:15][C:16]([F:18])([F:19])[F:17])=[CH:11][CH:10]=2)=[O:7])=[CH:23][CH:24]=[N:25]1. Procedure details: The title compound was prepared in an analogous fashion to that described in Example 33 using 6-chloro-5-(1-(tetrahydro-2H-pyran-2-yl)-1H-pyrazol-5-yl)-N-(4-(trifluoromethoxy)phenyl)nicotinamide (Stage 32.1) and tert-butyl 4,7-diazaspiro[2.5]octane-4-carboxylate to afford an amorphous white powder. HPLC (Condition 4) tR=4.17 min, UPLC-MS (Condition 3) tR=0.78 min, m/z=459.1 [M+H]+; 1H-NMR (400 MHz, DMSO-d6) δ ppm 0.46-0.85 (m, 4H) 3.04 (br. s, 2H) 3.16-3.37 (m, 5H) 6.67 (br. s, 1H) 7.34 (d, J=8.... The product is C1(CCCCCCCCCCCCCCCC1)CC(=O)C1=CC=C(S1)C=CC(=O)O (3-[5-(cycloheptadecylacetyl)-2-thienyl]-2-propenoic acid). Solvent: CCOCC (ether). Procedure: A mixture of 23.0 g (0.05 mole) of the above ester and 250 ml of ethanol are heated to reflux, 100 ml of 1 N aqueous sodium hydroxide is added and the mixture refluxed for 3 hours, then cooled to room temperature. The mixture is acidified to pH 1 with 1 N hydrochloric acid, ether is added and the layers separated. The ether layer is washed with water and evaporated to dryness to give 3-[5-(cycloheptadecylacetyl)-2-thienyl]-2-propenoic acid. This acid is added to 6.9 g (0.06 mole) of α,α-dichloro... Reactants: Cl (hydrochloric acid), C1(CCCCCCCCCCCCCCCC1)CC(=O)C1=CC=C(S1)C=CC(=O)OCC (ethyl 3-[5-(cycloheptadecylacetyl)-2-thienyl]-2-propenoate), C(C)O (ethanol), [OH-].[Na+] (sodium hydroxide). Reaction SMILES: [CH:1]1([CH2:18][C:19]([C:21]2[S:25][C:24]([CH:26]=[CH:27][C:28]([O:30]CC)=[O:29])=[CH:23][CH:22]=2)=[O:20])[CH2:17][CH2:16][CH2:15][CH2:14][CH2:13][CH2:12][CH2:11][CH2:10][CH2:9][CH2:8][CH2:7][CH2:6][CH2:5][CH2:4][CH2:3][CH2:2]1.C(O)C.[OH-].[Na+].Cl>CCOCC>[CH:1]1([CH2:18][C:19]([C:21]2[S:25][C:24]([CH:26]=[CH:27][C:28]([OH:30])=[O:29])=[CH:23][CH:22]=2)=[O:20])[CH2:17][CH2:16][CH2:15][CH2:14][CH2:13][CH2:12][CH2:11][CH2:10][CH2:9][CH2:8][CH2:7][CH2:6][CH2:5][CH2:4][CH2:3][CH2:2]1 |f:2.3|. Starting materials: NC=1C=C(C(=O)NC2CCCCC2)C=C(C1)N (3,5-diamino-N-cyclohexyl-benzamide), [Li+].[Cl-] (LiCl), N1=CC=CC=C1 (pyridine), C1(CCCCC1)C(=O)Cl (cyclohexanecarbonylchloride), CN1CCCC1=O (NMP). The product is C1(CCCCC1)NC(C1=CC(=CC(=C1)NC(=O)C1CCCCC1)NC(=O)C1CCCCC1)=O (N-cyclohexyl-3,5-bis-(cyclohexanecarbonylamino)-benzamide). RXN SMILES: [NH2:1][C:2]1[CH:3]=[C:4]([CH:14]=[C:15]([NH2:17])[CH:16]=1)[C:5]([NH:7][CH:8]1[CH2:13][CH2:12][CH2:11][CH2:10][CH2:9]1)=[O:6].[CH:18]1([C:24](Cl)=[O:25])[CH2:23][CH2:22][CH2:21][CH2:20][CH2:19]1.CN1[C:32](=[O:33])[CH2:31][CH2:30][CH2:29]1.[Li+].[Cl-].N1C=C[CH:39]=[CH:38][CH:37]=1>>[CH:8]1([NH:7][C:5](=[O:6])[C:4]2[CH:14]=[C:15]([NH:17][C:24]([CH:18]3[CH2:23][CH2:22][CH2:21][CH2:20][CH2:19]3)=[O:25])[CH:16]=[C:2]([NH:1][C:32]([CH:31]3[CH2:39][CH2:38][CH2:37][CH2:29][CH2:30]3)=[O:33])[CH:3]=2)[CH2:13][CH2:12][CH2:11][CH2:10][CH2:9]1 |f:3.4|. Procedure details: from 0.50 g (2.14 mmol) of 3,5-diamino-N-cyclohexyl-benzamide, 0.73 g (4.98 mmol) of cyclohexanecarbonylchloride, 30 ml of NMP, 5 ml of pyridine and 0.05 g of LiCl according to Method A.